This data is from the Open Reaction Database (ORD), a public repository of structured organic reaction records. The task is: describe an organic reaction: reactants, conditions, products, and yield The reactants are C(C1=CC=CC=C1)[C@@H]([C@@H](CNCCCCC1(OCCO1)C)O)NC(OC(C)(C)C)=O (tert-Butyl N-((1S,2R)-1-benzyl-2-hydroxy-3-[4-(2-methyl-1,3-dioxolan-2-yl)butyl]aminopropyl)carbamate), C(C)N(C(C)C)C(C)C (N-ethyldiisopropylamine), COC1=CC=C(C=C1)S(=O)(=O)Cl (4-methoxybenzenesulfonyl chloride). The solvent is ClCCl (dichloromethane), ClCCl (dichloromethane). The product is C(C1=CC=CC=C1)[C@@H]([C@H](C(S(=O)(=O)C1=CC=C(C=C1)OC)NCCCCC1(OCCO1)C)O)NC(OC(C)(C)C)=O (tert-Butyl N-((1S,2R)-1-benzyl-2-hydroxy-3-[(4-methoxyphenyl)sulfonyl][4-(2-methyl-1,3-dioxolan-2-yl)butyl]aminopropyl)carbamate). Reaction SMILES: [CH2:1]([C@H:8]([NH:23][C:24](=[O:30])[O:25][C:26]([CH3:29])([CH3:28])[CH3:27])[C@H:9]([OH:22])[CH2:10][NH:11][CH2:12][CH2:13][CH2:14][CH2:15][C:16]1([CH3:21])[O:20][CH2:19][CH2:18][O:17]1)[C:2]1[CH:7]=[CH:6][CH:5]=[CH:4][CH:3]=1.C(N(C(C)C)C(C)C)C.[CH3:40][O:41][C:42]1[CH:47]=[CH:46][C:45]([S:48](Cl)(=[O:50])=[O:49])=[CH:44][CH:43]=1>ClCCl>[CH2:1]([C@H:8]([NH:23][C:24](=[O:30])[O:25][C:26]([CH3:29])([CH3:28])[CH3:27])[C@@H:9]([OH:22])[CH:10]([NH:11][CH2:12][CH2:13][CH2:14][CH2:15][C:16]1([CH3:21])[O:20][CH2:19][CH2:18][O:17]1)[S:48]([C:45]1[CH:44]=[CH:43][C:42]([O:41][CH3:40])=[CH:47][CH:46]=1)(=[O:50])=[O:49])[C:2]1[CH:7]=[CH:6][CH:5]=[CH:4][CH:3]=1. Procedure details: To a solution of the product of Step 2 (0.63 g, 149 mmol) in anhydrous dichloromethane (7 mL) at 0° C. was added N-ethyldiisopropylamine (0.38 g, 0.51 mL, 2.98 mmol) and a solution of 4-methoxybenzenesulfonyl chloride (0.32 g, 1.56 mmol) in anhydrous dichloromethane (2 mL) and the mixture was stirred at ambient temperature under nitrogen atmosphere for 18 hours. The mixture was washed sequentially with 1M hydrochloric acid, sodium bicarbonate/water, brine, dried (sodium sulfate) and concentrated...